Dataset: the Open Reaction Database (ORD), a public repository of structured organic reaction records. Task: describe an organic reaction: reactants, conditions, products, and yield Reactants: COC(=O)C(Cc1ccc(OCc2ccccc2)cc1)OC, CO. Yields the product COC(=O)C(Cc1ccc(O)cc1)OC. As a reaction SMILES: [CH3:1][O:2][C:3]([CH:4]([CH2:5][c:6]1[cH:7][cH:8][c:9]([O:12][CH2:13][c:14]2[cH:15][cH:16][cH:17][cH:18][cH:19]2)[cH:10][cH:11]1)[O:20][CH3:21])=[O:22].[CH3:23][OH:24]>>[CH3:1][O:2][C:3]([CH:4]([CH2:5][c:6]1[cH:7][cH:8][c:9]([OH:12])[cH:10][cH:11]1)[O:20][CH3:21])=[O:22]. Reactants: solution, C(C(=O)O)(=O)O (oxalic acid), S1C2=C(C=C1)C=CC=C2CCOCCN(CC)CC (N-[2-(2-benzo[b]thiophen-7-ylethoxy)ethyl]-N,N-diethylamine). Run in C(C)(=O)OCC (ethyl acetate), C(C)(=O)OCC (ethyl acetate). Conditions: time 2 hour. Product: C(C(=O)O)(=O)O.S1C2=C(C=C1)C=CC=C2CCOCCN(CC)CC (N-[2-(2-benzo[b]thiophen-7-ylethoxy)ethyl]-N,N-diethylamine oxalate). The yield is 78.2%. RXN SMILES: [S:1]1[CH:5]=[CH:4][C:3]2[CH:6]=[CH:7][CH:8]=[C:9]([CH2:10][CH2:11][O:12][CH2:13][CH2:14][N:15]([CH2:18][CH3:19])[CH2:16][CH3:17])[C:2]1=2.[C:20]([OH:25])(=[O:24])[C:21]([OH:23])=[O:22]>C(OCC)(=O)C>[C:20]([OH:25])(=[O:24])[C:21]([OH:23])=[O:22].[S:1]1[CH:5]=[CH:4][C:3]2[CH:6]=[CH:7][CH:8]=[C:9]([CH2:10][CH2:11][O:12][CH2:13][CH2:14][N:15]([CH2:16][CH3:17])[CH2:18][CH3:19])[C:2]1=2 |f:3.4|. Procedure details: In 10 mL of ethyl acetate is dissolved 1.10 g of N-[2-(2-benzo[b]thiophen-7-ylethoxy)ethyl]-N,N-diethylamine, to which is added 10 mL of a solution of 0.39 g of oxalic acid in ethyl acetate. The resulting mixture is stirred at ambient temperature for 2 hours. The deposited crystal is collected by filtration, washed with ethyl acetate, and dried to obtain 1.14 g of N-[2-(2-benzo[b]thiophen-7-ylethoxy)ethyl]-N,N-diethylamine oxalate. Starting materials: OC[C@@H]1NC(O[C@H]1C1=CC=C(C=C1)OC)=O ((4S,5S)-4-(hydroxymethyl)-5-(4-methoxyphenyl)oxazolidin-2-one), N1C=NC=C1 (imidazole), CC(C)(C)[Si](C1=CC=CC=C1)(C2=CC=CC=C2)Cl (TBDPSCl). Run in CN(C)C=O (DMF). Reaction conditions: time 8 hour. Product: [Si](C1=CC=CC=C1)(C1=CC=CC=C1)(C(C)(C)C)OC[C@@H]1NC(O[C@H]1C1=CC=C(C=C1)OC)=O ((4S,5S)-4-(((tert-Butyldiphenylsilyl)oxy)methyl)-5-(4-methoxyphenyl)oxazolidin-2-one). Yield: 115.1%. RXN SMILES: [OH:1][CH2:2][C@H:3]1[C@H:7]([C:8]2[CH:13]=[CH:12][C:11]([O:14][CH3:15])=[CH:10][CH:9]=2)[O:6][C:5](=[O:16])[NH:4]1.N1C=CN=C1.[CH3:22][C:23]([Si:26](Cl)([C:33]1[CH:38]=[CH:37][CH:36]=[CH:35][CH:34]=1)[C:27]1[CH:32]=[CH:31][CH:30]=[CH:29][CH:28]=1)([CH3:25])[CH3:24]>CN(C=O)C>[Si:26]([O:1][CH2:2][C@H:3]1[C@H:7]([C:8]2[CH:9]=[CH:10][C:11]([O:14][CH3:15])=[CH:12][CH:13]=2)[O:6][C:5](=[O:16])[NH:4]1)([C:23]([CH3:25])([CH3:24])[CH3:22])([C:33]1[CH:34]=[CH:35][CH:36]=[CH:37][CH:38]=1)[C:27]1[CH:32]=[CH:31][CH:30]=[CH:29][CH:28]=1. Procedure details: To a solution of (4S,5S)-4-(hydroxymethyl)-5-(4-methoxyphenyl)oxazolidin-2-one [545435-91-4] (0.68 g, 3.05 mmol) and imidazole (0.249 g, 3.66 mmol) in DMF (10 mL) was added dropwise TBDPSCl (0.97 mL, 3.66 mmol) at 0-5° C. The reaction mixture was allowed to warm to RT and was stirred overnight at RT. The reaction mixture was concentrated and the residual oil was dissolved in TBME and washed with 10% aqueous KHSO4, H2O, saturated NaHCO3 solution and brine, dried over MgSO4, filtered and concentra...